This data is from the Open Reaction Database (ORD), a public repository of structured organic reaction records. The task is: describe an organic reaction: reactants, conditions, products, and yield The reactants are OC1=CC(=NC(=N1)C=CC1=CC=CC=C1)C (6-hydroxy-4-methyl-2-(2-phenylethenyl)-pyrimidine), [OH-].[Na+] (sodium hydroxide), P(=O)(Cl)(Cl)Cl (phosphorus oxychloride). Yields the product ClC1=CC(=NC(=N1)C=CC1=CC=CC=C1)C (6-Chloro-4-methyl-2-(2-phenylethenyl)-pyrimidine). RXN SMILES: O[C:2]1[N:7]=[C:6]([CH:8]=[CH:9][C:10]2[CH:15]=[CH:14][CH:13]=[CH:12][CH:11]=2)[N:5]=[C:4]([CH3:16])[CH:3]=1.[OH-].[Na+].P(Cl)(Cl)([Cl:21])=O>>[Cl:21][C:2]1[N:7]=[C:6]([CH:8]=[CH:9][C:10]2[CH:15]=[CH:14][CH:13]=[CH:12][CH:11]=2)[N:5]=[C:4]([CH3:16])[CH:3]=1 |f:1.2|. Procedure details: 212 mg (1 mmol) of 6-hydroxy-4-methyl-2-(2-phenylethenyl)-pyrimidine in 1 ml of phosphorus oxychloride are boiled under reflux for 35 minutes under nitrogen. When cool, the reaction mixture is poured onto ice, and the aqueous solution is neutralised with sodium hydroxide solution and extracted several times with ether. The ether extracts are washed with water and saturated sodium chloride solution, dried over CaCl2, filtered with suction and concentrated. Purification is effected by sublimation ... Starting materials: CCO, COC(=O)c1cc(Cl)nc(Cl)n1, [H][H]. Yields the product COC(=O)c1ccnc(Cl)n1. RXN SMILES: [CH3:15][CH2:16][OH:17].[CH3:1][O:2][C:3](=[O:4])[c:5]1[n:6][c:7]([Cl:12])[n:8][c:9]([Cl:11])[cH:10]1.[H:13][H:14]>>[CH3:1][O:2][C:3](=[O:4])[c:5]1[n:6][c:7]([Cl:12])[n:8][cH:9][cH:10]1.